This data is from the Open Reaction Database (ORD), a public repository of structured organic reaction records. The task is: describe an organic reaction: reactants, conditions, products, and yield Starting materials: C(CC(=O)OCC)(=O)OCC (Diethyl malonate), [H-].[Na+] (NaH), C(C)(C)(C)OC(=O)N1CC(CC1)CBr (3-bromomethyl-pyrrolidine-1-carboxylic acid tert-butyl ester). Solvent: C1CCOC1 (THF), C1CCOC1 (THF). Reaction conditions: time 1 hour. The product is C(C)OC(C(C(=O)OCC)CC1CN(CC1)C(=O)OC(C)(C)C)=O (2-(1-tert-butoxycarbonyl-pyrrolidin-3-ylmethyl)-malonic acid diethyl ester). Isolated yield 45.1%. As a reaction SMILES: [C:1]([O:9][CH2:10][CH3:11])(=[O:8])[CH2:2][C:3]([O:5][CH2:6][CH3:7])=[O:4].[H-].[Na+].[C:14]([O:18][C:19]([N:21]1[CH2:25][CH2:24][CH:23]([CH2:26]Br)[CH2:22]1)=[O:20])([CH3:17])([CH3:16])[CH3:15]>C1COCC1>[CH2:10]([O:9][C:1](=[O:8])[CH:2]([CH2:26][CH:23]1[CH2:24][CH2:25][N:21]([C:19]([O:18][C:14]([CH3:15])([CH3:17])[CH3:16])=[O:20])[CH2:22]1)[C:3]([O:5][CH2:6][CH3:7])=[O:4])[CH3:11] |f:1.2|. Procedure details: Diethyl malonate (1.93 mL, 12.7 mmol) was added dropwise to a solution of NaH (60%; 0.51 g, 12.8 mmol) in dry THF (15 mL) at 0° C. The mixture was stirred at room temperature for 1 h after which it was added to a refluxed mixture of 3-bromomethyl-pyrrolidine-1-carboxylic acid tert-butyl ester (2.8 g, 10.6 mmol) in dry THF (30 mL). The reaction mixture was further refluxed for 19 h, and then concentrated to almost dryness. Water (1 L) was added, and the product was extracted with CH2Cl2. The comb... Starting materials: CC(=O)O, COc1cc(C(=O)N2CCN(C)CC2)cc([N+](=O)[O-])c1, CCO, [Fe]. Yields the product COc1cc(N)cc(C(=O)N2CCN(C)CC2)c1. Reaction SMILES: [C:21]([OH:22])(=[O:23])[CH3:24].[CH3:1][O:2][c:3]1[cH:4][c:5]([C:6](=[O:7])[N:8]2[CH2:9][CH2:10][N:11]([CH3:14])[CH2:12][CH2:13]2)[cH:15][c:16]([N+:18]([O-:19])=[O:20])[cH:17]1.[CH3:25][CH2:26][OH:27].[Fe:28]>>[CH3:1][O:2][c:3]1[cH:4][c:5]([C:6](=[O:7])[N:8]2[CH2:9][CH2:10][N:11]([CH3:14])[CH2:12][CH2:13]2)[cH:15][c:16]([NH2:18])[cH:17]1. Reactants: C1(CCCCC1)C(=O)Cl (cyclohexanecarbonyl chloride), NC1=NC=2C=CC=NC2C2=C1N=C(N2CCN)CCCC (2-(4-amino-2-butyl-1H-imidazo[4,5-c][1,5]naphthyridin-1-yl)ethaneamine). Yields the product NC1=NC=2C=CC=NC2C2=C1N=C(N2CCNC(=O)C2CCCCC2)CCCC (N1-[2-(4-amino-2-butyl-1H-imidazo[4,5-c][1,5]naphthyridin-1-yl)ethyl]-1-cyclohexanecarboxamide). Yield: 72.4%. As a reaction SMILES: [CH:1]1([C:7](Cl)=[O:8])[CH2:6][CH2:5][CH2:4][CH2:3][CH2:2]1.[NH2:10][C:11]1[C:20]2[N:21]=[C:22]([CH2:27][CH2:28][CH2:29][CH3:30])[N:23]([CH2:24][CH2:25][NH2:26])[C:19]=2[C:18]2[N:17]=[CH:16][CH:15]=[CH:14][C:13]=2[N:12]=1>>[NH2:10][C:11]1[C:20]2[N:21]=[C:22]([CH2:27][CH2:28][CH2:29][CH3:30])[N:23]([CH2:24][CH2:25][NH:26][C:7]([CH:1]3[CH2:6][CH2:5][CH2:4][CH2:3][CH2:2]3)=[O:8])[C:19]=2[C:18]2[N:17]=[CH:16][CH:15]=[CH:14][C:13]=2[N:12]=1. Reported procedure: Using the general method of Example 92, cyclohexanecarbonyl chloride (94 μL, 0.7 mmol) was reacted with 2-(4-amino-2-butyl-1H-imidazo[4,5-c][1,5]naphthyridin-1-yl)ethaneamine (0.2 g, 0.7 mmol) to provide 0.2 g of N1-[2-(4-amino-2-butyl-1H-imidazo[4,5-c][1,5]naphthyridin-1-yl)ethyl]-1-cyclohexanecarboxamide as a white powder, m.p. 188-190° C. Analysis: Calculated for C22H30N6O: %C, 66.98; %H, 7.66; %N, 21.30; Found: %C, 66.72; %H, 7.57; %N, 21.48. HRMS (EI) calcd for C22H30N6O (M+) 394.2481 found... Starting materials: C(C1=CC=CC=C1)OC1=CC(=CC2=C1C(CC(O2)(C)C)C#N)C(CCCCCC)(C)C (5-benzyloxy-4-cyano-2,2-dimethyl-7-(1,1-dimethylheptyl)-3,4-dihydro-2H-benzopyran), [OH-].[K+] (potassium hydroxide), C(CO)O (ethylene glycol), Cl (hydrochloric acid). Run in C(C)OCC (ethyl ether). Product: C(C1=CC=CC=C1)OC1=CC(=CC2=C1C(CC(O2)(C)C)C(=O)O)C(CCCCCC)(C)C (5-Benzyloxy-2,2-dimethyl-7-(1,1-dimethylheptyl)-3,4-dihydro-2H-benzopyran-4-carboxylic acid). RXN SMILES: [CH2:1]([O:8][C:9]1[C:14]2C(C#N)[CH2:16][C:17]([CH3:20])([CH3:19])[O:18][C:13]=2[CH:12]=[C:11]([C:23]([CH3:31])([CH3:30])[CH2:24][CH2:25][CH2:26][CH2:27][CH2:28][CH3:29])[CH:10]=1)[C:2]1[CH:7]=[CH:6][CH:5]=[CH:4][CH:3]=1.[OH-:32].[K+].[CH2:34]([OH:37])[CH2:35]O.Cl>C(OCC)C>[CH2:1]([O:8][C:9]1[C:14]2[CH:35]([C:34]([OH:37])=[O:32])[CH2:16][C:17]([CH3:20])([CH3:19])[O:18][C:13]=2[CH:12]=[C:11]([C:23]([CH3:31])([CH3:30])[CH2:24][CH2:25][CH2:26][CH2:27][CH2:28][CH3:29])[CH:10]=1)[C:2]1[CH:7]=[CH:6][CH:5]=[CH:4][CH:3]=1 |f:1.2|. Reported procedure: A mixture of 2.0 g 5-benzyloxy-4-cyano-2,2-dimethyl-7-(1,1-dimethylheptyl)-3,4-dihydro-2H-benzopyran, 20 g potassium hydroxide and 100 ml ethylene glycol are heated under nitrogen at reflux for 18 hours and cooled to ambient temperature. The mixture is acidified to pH 3 with concentrated hydrochloric acid, extracted with ethyl acetate and the extracts dried (MgSO4). Evaporation of solvent gives an oil which is taken up in ethyl ether, washed with water, brine, dried (MgSO4) and the solvent evapo... Reactants: ice, C(C=C)C=1C=C(C=CC(=O)O)C=CC1O (3-allyl-4-hydroxy-cinnamic acid), C(C)(=O)OC(C)=O (acetic anhydride). Run in [OH-].[Na+] (sodium hydroxide). The product is C(C=C)C=1C=C(C=CC(=O)O)C=CC1OC(C)=O (3-Allyl-4-acetoxy-cinnamic acid). As a reaction SMILES: [CH2:1]([C:4]1[CH:5]=[C:6]([CH:12]=[CH:13][C:14]=1[OH:15])[CH:7]=[CH:8][C:9]([OH:11])=[O:10])[CH:2]=[CH2:3].[C:16](OC(=O)C)(=[O:18])[CH3:17]>[OH-].[Na+]>[CH2:1]([C:4]1[CH:5]=[C:6]([CH:12]=[CH:13][C:14]=1[O:15][C:16](=[O:18])[CH3:17])[CH:7]=[CH:8][C:9]([OH:11])=[O:10])[CH:2]=[CH2:3] |f:2.3|. Procedure: 118 g (0.058 mol) of 3-allyl-4-hydroxy-cinnamic acid are dissolved in 580 ml of 2 N sodium hydroxide solution, 800 g of ice are added and 120 g (1.16 mols) of acetic anhydride are introduced dropwise over the course of 15 minutes at 0°-5° C., whilst stirring. The crystals which have precipitated are then separated off, suction-dried and recrystallised from ethyl acetate. 3-Allyl-4-acetoxy-cinnamic acid of melting point 143°-144° C. is thus obtained. The reactants are [Si](C)(C)(C(C)(C)C)OC1CC2C(N=C(SC2)NC(C2=CC=CC=C2)=O)(C1)C=1C=C(C=CC1)C1=CC(=CC=C1)OC (racemic N-((4aRS,6RS,7aSR)-6-(tert-butyldimethylsilyloxy)-7a-(3′-methoxybiphenyl-3-yl)-4,4a,5,6,7,7a-hexahydrocyclopenta[d][1,3]thiazin-2-yl)benzamide), fluorosilicic acid. Run in C(C)(=O)OCC (ethyl acetate), C(C)#N (acetonitrile). Conditions: time 3 hour. Product: OC1CC2C(N=C(SC2)NC(C2=CC=CC=C2)=O)(C1)C=1C=C(C=CC1)C1=CC(=CC=C1)OC (Racemic N-((4aRS,6RS,7aSR)-6-Hydroxy-7a-(3′-methoxybiphenyl-3-yl)-4,4a,5,6,7,7a-hexahydrocyclopenta[d][1,3]thiazin-2-yl)benzamide), mixture. The yield is 64.0%. RXN SMILES: [Si]([O:8][CH:9]1[CH2:26][C:12]2([C:27]3[CH:28]=[C:29]([C:33]4[CH:38]=[CH:37][CH:36]=[C:35]([O:39][CH3:40])[CH:34]=4)[CH:30]=[CH:31][CH:32]=3)[N:13]=[C:14]([NH:17][C:18](=[O:25])[C:19]3[CH:24]=[CH:23][CH:22]=[CH:21][CH:20]=3)[S:15][CH2:16][CH:11]2[CH2:10]1)(C(C)(C)C)(C)C.F[Si-2](F)(F)(F)(F)F.[H+].[H+]>C(#N)C.C(OCC)(=O)C>[OH:8][CH:9]1[CH2:26][C:12]2([C:27]3[CH:28]=[C:29]([C:33]4[CH:38]=[CH:37][CH:36]=[C:35]([O:39][CH3:40])[CH:34]=4)[CH:30]=[CH:31][CH:32]=3)[N:13]=[C:14]([NH:17][C:18](=[O:25])[C:19]3[CH:20]=[CH:21][CH:22]=[CH:23][CH:24]=3)[S:15][CH2:16][CH:11]2[CH2:10]1 |f:1.2.3|. Procedure: To a solution of racemic N-((4aRS,6RS,7aSR)-6-(tert-butyldimethylsilyloxy)-7a-(3′-methoxybiphenyl-3-yl)-4,4a,5,6,7,7a-hexahydrocyclopenta[d][1,3]thiazin-2-yl)benzamide (1.47 g, 2.31 mmol) in acetonitrile (6 mL) is added 20-25% aqueous fluorosilicic acid (2.82 g, 4.62 mmol) and the resulting mixture is stirred at room temperature for 3 h. The reaction is diluted with ethyl acetate and quenched with saturated aqueous sodium bicarbonate. The mixture is washed with water and brine. The organic layer... Starting materials: ClCCl, COC(=O)c1ccc(Cc2c[nH]c3ccc([N+](=O)[O-])cc23)c(OC)c1, O=C=NS(=O)(=O)Cl. Yields the product COC(=O)c1ccc(Cc2cn(C(N)=O)c3ccc([N+](=O)[O-])cc23)c(OC)c1. Reaction SMILES: [CH2:33]([Cl:34])[Cl:35].[CH3:1][O:2][C:3]([c:4]1[cH:5][c:6]([O:23][CH3:24])[c:7]([CH2:10][c:11]2[cH:12][nH:13][c:14]3[cH:15][cH:16][c:17]([N+:20](=[O:21])[O-:22])[cH:18][c:19]23)[cH:8][cH:9]1)=[O:25].[Cl:26][S:27](=[O:28])(=[O:29])[N:30]=[C:31]=[O:32]>>[CH3:1][O:2][C:3]([c:4]1[cH:5][c:6]([O:23][CH3:24])[c:7]([CH2:10][c:11]2[cH:12][n:13]([C:31]([NH2:30])=[O:32])[c:14]3[cH:15][cH:16][c:17]([N+:20](=[O:21])[O-:22])[cH:18][c:19]23)[cH:8][cH:9]1)=[O:25].